Dataset: the Open Reaction Database (ORD), a public repository of structured organic reaction records. Task: describe an organic reaction: reactants, conditions, products, and yield Starting materials: CN1CC2=CC(=CC=C2C(C1)(C)C)N (2,4,4-trimethyl-1,2,3,4-tetrahydro-isoquinolin-7-ylamine), Br (HBr), N(=O)[O-].[Na+] (NaNO2), CuBr. Solvent: OS(=O)(=O)O (H2SO4), O (water). Reaction conditions: temperature 0 celsius, time 30 minute. Yields the product BrC1=CC=C2C(CN(CC2=C1)C)(C)C (7-bromo-2,4,4-trimethyl-1,2,3,4-tetrahydro-isoquinoline). Reaction SMILES: [CH3:1][N:2]1[CH2:11][C:10]([CH3:13])([CH3:12])[C:9]2[C:4](=[CH:5][C:6](N)=[CH:7][CH:8]=2)[CH2:3]1.N([O-])=O.[Na+].[BrH:19]>OS(O)(=O)=O.O>[Br:19][C:6]1[CH:5]=[C:4]2[C:9]([C:10]([CH3:13])([CH3:12])[CH2:11][N:2]([CH3:1])[CH2:3]2)=[CH:8][CH:7]=1 |f:1.2|. Reported procedure: To a cooled solution of 2,4,4-trimethyl-1,2,3,4-tetrahydro-isoquinolin-7-ylamine (prepared essentially as described in PCT International Application Publication Numbers WO 00/009,486, WO 00/007,993 or WO 98/41507; 330 mg, 1.734 mmol) in 75% aqueous H2SO4, add NaNO2 (132 mg, 1.91 mmol) in 1 ml of water, dropwise. Stir the solution at 0° C. for 30 minutes. Add CuBr (298 mg, 2.08 mmol) and 48% HBr (2 ml). Stir the mixture at 0° C. for 15 minutes. Heat the mixture at 60° C. for 30 minutes. Cool to r...